Dataset: the Open Reaction Database (ORD), a public repository of structured organic reaction records. Task: describe an organic reaction: reactants, conditions, products, and yield Reactants: FC(C=1C=C(C=CC1)C(C1=CC(=CC=C1)C(F)(F)F)P(OCC)(OCC)=O)(F)F (O,O-Diethyl bis(3-trifluoromethylphenyl)methylphosphonate). Solvent: C(C)O (ethanol), Cl (hydrochloric acid). Run at temperature 95 celsius. The product is FC(C=1C=C(C=CC1)C(C1=CC(=CC=C1)C(F)(F)F)P(O)(O)=O)(F)F (bis(3-Trifluoromethylphenyl)methylphosphonic Acid). Reaction SMILES: [F:1][C:2]([F:29])([F:28])[C:3]1[CH:4]=[C:5]([CH:9]([P:20](=[O:27])([O:24]CC)[O:21]CC)[C:10]2[CH:15]=[CH:14][CH:13]=[C:12]([C:16]([F:19])([F:18])[F:17])[CH:11]=2)[CH:6]=[CH:7][CH:8]=1>C(O)C.Cl>[F:29][C:2]([F:1])([F:28])[C:3]1[CH:4]=[C:5]([CH:9]([P:20](=[O:21])([OH:27])[OH:24])[C:10]2[CH:15]=[CH:14][CH:13]=[C:12]([C:16]([F:18])([F:19])[F:17])[CH:11]=2)[CH:6]=[CH:7][CH:8]=1. Procedure: O,O-Diethyl bis(3-trifluoromethylphenyl)methylphosphonate (6.12 g, 13.9 mmol) was dissolved in ethanol (220 mL) and 118 mL of concentrated hydrochloric acid. The resulting solution was heated at 95° C. for 66 hours. The mixture was concentrated in volume and a precipitate formed. The solid was filtered, washed with H2O (3×20 mL), and dried to give 3.60 g (67.4%)of analytically pure product as a white solid, mp 191°-193° C. 300 MHz 1H NMR (DMSO-d6): δ,4.78 (d,1H, J=23.4 Hz, PCH). MS: 385 (M+1). Starting materials: COC=1C=C(CC2NCCCC3=C2C=C(C(=C3)OC)OC)C=CC1OC (1-(3,4-dimethoxy-benzyl)-7,8-dimethoxy-2,3,4,5-tetrahydro-1H-benzo[c]azepine), TEA, BrC(C(=O)OC)C1=CC=CC=C1 (methyl α-bromophenylacetate), CCOC(=O)C.CCCCCC (AcOEt hexane). Run in C1(=CC=CC=C1)C (toluene), C(Cl)Cl (CH2Cl2). Product: COC(C(C1=CC=CC=C1)N1C(C2=C(CCC1)C=C(C(=C2)OC)OC)CC2=CC(=C(C=C2)OC)OC)=O ([1-(3,4-Dimethoxy-benzyl)-7,8-dimethoxy-1,3,4,5-tetrahydro-benzo[c]azepin-2-yl]-phenyl-acetic acid methyl ester). As a reaction SMILES: [CH3:1][O:2][C:3]1[CH:4]=[C:5]([CH:22]=[CH:23][C:24]=1[O:25][CH3:26])[CH2:6][CH:7]1[C:13]2[CH:14]=[C:15]([O:20][CH3:21])[C:16]([O:18][CH3:19])=[CH:17][C:12]=2[CH2:11][CH2:10][CH2:9][NH:8]1.Br[CH:28]([C:33]1[CH:38]=[CH:37][CH:36]=[CH:35][CH:34]=1)[C:29]([O:31][CH3:32])=[O:30].CCOC(C)=O.CCCCCC>C1(C)C=CC=CC=1.C(Cl)Cl>[CH3:32][O:31][C:29](=[O:30])[CH:28]([N:8]1[CH2:9][CH2:10][CH2:11][C:12]2[CH:17]=[C:16]([O:18][CH3:19])[C:15]([O:20][CH3:21])=[CH:14][C:13]=2[CH:7]1[CH2:6][C:5]1[CH:22]=[CH:23][C:24]([O:25][CH3:26])=[C:3]([O:2][CH3:1])[CH:4]=1)[C:33]1[CH:34]=[CH:35][CH:36]=[CH:37][CH:38]=1 |f:2.3|. Procedure: A mixture of 1-(3,4-dimethoxy-benzyl)-7,8-dimethoxy-2,3,4,5-tetrahydro-1H-benzo[c]azepine (1.10 g, 3.08 mmol), TEA (1.3 ml, 9.33 mmol), and methyl α-bromophenylacetate (487 μl, 3.09 mmol) in anhydrous toluene (13 ml) was stirred at reflux for 17 h under nitrogen. After cooling, the reaction mixture was dissolved in CH2Cl2 (40 ml), washed with H2O (15 ml), and the aqueous phase was extracted twice with CH2Cl2. The combined organic phases were dried over anhydrous MgSO4, filtered and concentrated ... Starting materials: O=C([O-])[O-], Cc1nc2cc(O)ccc2s1, CN(C)C=O, O=C(Nc1cn2nc(I)ccc2n1)C1CC1, [K+], [K+]. Product: Cc1nc2cc(Oc3ccc4nc(NC(=O)C5CC5)cn4n3)ccc2s1. As a reaction SMILES: [C:28](=[O:29])([O-:30])[O-:31].[CH3:17][c:18]1[s:19][c:20]2[c:21]([n:22]1)[cH:23][c:24]([OH:27])[cH:25][cH:26]2.[CH3:34][N:35]([CH3:36])[CH:37]=[O:38].[I:1][c:2]1[cH:3][cH:4][c:5]2[n:6]([n:7]1)[cH:8][c:9]([NH:11][C:12](=[O:13])[CH:14]1[CH2:15][CH2:16]1)[n:10]2.[K+:32].[K+:33]>>[c:2]1([O:27][c:24]2[cH:23][c:21]3[c:20]([s:19][c:18]([CH3:17])[n:22]3)[cH:26][cH:25]2)[cH:3][cH:4][c:5]2[n:6]([n:7]1)[cH:8][c:9]([NH:11][C:12](=[O:13])[CH:14]1[CH2:15][CH2:16]1)[n:10]2. Starting materials: [N+](=O)([O-])C1=CC=C(C#N)C=C1 (4-nitrobenzonitrile), NCC(CN)C (1,3-diamino-2-methylpropane), [Na] (sodium), [Na] (sodium). The solvent is C(C)O (ethanol). Reaction conditions: time 15 hour. The product is CC1CN=C(NC1)C1=CC=C(C=C1)[N+](=O)[O-] (5-Methyl-1,4,5,6-tetrahydro-2-(4-nitrophenyl)pyrimidine), solid. Yield: 23.0%. As a reaction SMILES: [Na].[N+:2]([C:5]1[CH:12]=[CH:11][C:8]([C:9]#[N:10])=[CH:7][CH:6]=1)([O-:4])=[O:3].[NH2:13][CH2:14][CH:15]([CH3:18])[CH2:16]N>C(O)C>[CH3:16][CH:15]1[CH2:14][NH:13][C:9]([C:8]2[CH:7]=[CH:6][C:5]([N+:2]([O-:4])=[O:3])=[CH:12][CH:11]=2)=[N:10][CH2:18]1 |^1:0|. Procedure: Anhydrous ethanol (460 mL) and sodium (0.57 g, 25 mmol, 0.1 eq) were added to a round bottom flask and stirred under argon until all of the sodium disappeared. 4-nitrobenzonitrile (38.0 g, 257 mmol, 1.0 eq) was then added. The suspension was stirred for 15 h at room temperature under argon. 1,3-diamino-2-methylpropane (22.0 g, 249 mmol, 0.97 eq) was added. The mixture was heated to reflux for 4 days. After removal of the solvent under reduced pressure, the resulting red residue was mixed with et... Reactants: O=Cc1ccc(Br)cc1, Cl, FC1CCNC1. Product: FC1CCN(Cc2ccc(Br)cc2)C1. As a reaction SMILES: [Br:8][c:9]1[cH:10][cH:11][c:12]([CH:13]=[O:14])[cH:15][cH:16]1.[ClH:1].[F:2][CH:3]1[CH2:4][NH:5][CH2:6][CH2:7]1>>[F:2][CH:3]1[CH2:4][N:5]([CH2:13][c:12]2[cH:11][cH:10][c:9]([Br:8])[cH:16][cH:15]2)[CH2:6][CH2:7]1. Product: ClC=1C=C(C=CC1)C(CN(S(=O)(=O)C1=CC=CC=C1)C)CC=C (N-(2-(3-Chlorophenyl)pent-4-enyl)-N-methylbenzenesulfonamide). Reaction SMILES: [CH3:1][NH:2][CH2:3][CH:4]([C:8]1[CH:13]=[CH:12][CH:11]=[C:10]([Cl:14])[CH:9]=1)[CH2:5][CH:6]=[CH2:7].C(=O)(O)[O-].[Na+].[C:20]1([S:26](Cl)(=[O:28])=[O:27])[CH:25]=[CH:24][CH:23]=[CH:22][CH:21]=1>C(OCC)(=O)C.O>[Cl:14][C:10]1[CH:9]=[C:8]([CH:4]([CH2:5][CH:6]=[CH2:7])[CH2:3][N:2]([CH3:1])[S:26]([C:20]2[CH:25]=[CH:24][CH:23]=[CH:22][CH:21]=2)(=[O:28])=[O:27])[CH:13]=[CH:12][CH:11]=1 |f:1.2|. Isolated yield 61.9%. The reactants are C([O-])(O)=O.[Na+] (sodium bicarbonate), CNCC(CC=C)C1=CC(=CC=C1)Cl (N-Methyl-(2-(3-chlorophenyl)pent-4-enyl)amine), C1(=CC=CC=C1)S(=O)(=O)Cl (benzenesulfonyl chloride). Reaction conditions: time 8 hour. Run in O (water), C(C)(=O)OCC (ethyl acetate). Procedure: N-Methyl-(2-(3-chlorophenyl)pent-4-enyl)amine (202 mg, 1.03 mmol) was dissolved in 10 mL of ethyl acetate. A solution of sodium bicarbonate (766 mg, 10.3 mmol) in water (10 mL) was added followed by benzenesulfonyl chloride (363 mg, 4.06 mmol), and the heterogeneous mixture was stirred overnight at room temperature. The mixture was extracted with 5 mL of ethyl acetate followed by an additional 2×15 mL of ethyl acetate. The combined organic layers were dried over sodium sulfate, decanted, and eva... Reactants: [BH4-], C=CCOC(CC(O)O[SiH](c1ccccc1)c1ccccc1)CC(C)(C)C, CO, [Na+], O=[O+][O-]. The product is CC(C)(C)CC(CC(O)O[SiH](c1ccccc1)c1ccccc1)OCCO. As a reaction SMILES: [BH4-:31].[C:1]([CH3:2])([CH3:3])([CH3:4])[CH2:5][CH:6]([CH2:7][CH:8]([OH:9])[O:10][SiH:11]([c:12]1[cH:13][cH:14][cH:15][cH:16][cH:17]1)[c:18]1[cH:19][cH:20][cH:21][cH:22][cH:23]1)[O:24][CH2:25][CH:26]=[CH2:27].[CH3:33][OH:34].[Na+:32].[O-:28][O+:29]=[O:30]>>[C:1]([CH3:2])([CH3:3])([CH3:4])[CH2:5][CH:6]([CH2:7][CH:8]([OH:9])[O:10][SiH:11]([c:12]1[cH:13][cH:14][cH:15][cH:16][cH:17]1)[c:18]1[cH:19][cH:20][cH:21][cH:22][cH:23]1)[O:24][CH2:25][CH2:26][OH:28].